This data is from the Open Reaction Database (ORD), a public repository of structured organic reaction records. The task is: describe an organic reaction: reactants, conditions, products, and yield Reactants: CC(=O)O, CCOC(C)=O, Cl, COc1ccc(CCNc2cc(-c3ccc(F)c(C=NO)c3)nc(OC)n2)cc1, [Zn]. Yields the product Cl, COc1ccc(CCNc2cc(-c3ccc(F)c(CN)c3)nc(OC)n2)cc1. RXN SMILES: [CH3:31][C:32](=[O:33])[OH:34].[CH3:35][CH2:36][O:37][C:38]([CH3:39])=[O:40].[ClH:30].[F:1][c:2]1[c:3]([CH:4]=[N:5][OH:6])[cH:7][c:8](-[c:11]2[n:12][c:13]([O:28][CH3:29])[n:14][c:15]([NH:17][CH2:18][CH2:19][c:20]3[cH:21][cH:22][c:23]([O:26][CH3:27])[cH:24][cH:25]3)[cH:16]2)[cH:9][cH:10]1.[Zn:41]>>[ClH:30].[F:1][c:2]1[c:3]([CH2:4][NH2:5])[cH:7][c:8](-[c:11]2[n:12][c:13]([O:28][CH3:29])[n:14][c:15]([NH:17][CH2:18][CH2:19][c:20]3[cH:21][cH:22][c:23]([O:26][CH3:27])[cH:24][cH:25]3)[cH:16]2)[cH:9][cH:10]1. The reactants are step-ii, FC1=C(C=CC(=C1)C=1C=C2C(=NC1)NC=C2C2=NN(C=C2)CCC2=CC=CC=C2)C2CCN(CC2)C(=O)OC(C)(C)C (tert-butyl 4-(2-fluoro-4-(3-(1-phenethyl-1H-pyrazol-3-yl)-1H-pyrrolo[2,3-b]pyridin-5-yl)phenyl)piperidine-1-carboxylate). Solvent: C(=O)(C(F)(F)F)O.C1(=CC=CC=C1)C (TFA toluene). Yields the product FC=1C=C(C=CC1C1CCNCC1)C=1C=C2C(=NC1)NC=C2C2=NN(C=C2)CCC2=CC=CC=C2 (5-(3-fluoro-4-(piperidin-4-yl)phenyl)-3-(1-phenethyl-1H-pyrazol-3-yl)-1H-pyrrolo[2,3-b]pyridine). Isolated yield 42.6%. Reaction SMILES: [F:1][C:2]1[CH:7]=[C:6]([C:8]2[CH:9]=[C:10]3[C:16]([C:17]4[CH:21]=[CH:20][N:19]([CH2:22][CH2:23][C:24]5[CH:29]=[CH:28][CH:27]=[CH:26][CH:25]=5)[N:18]=4)=[CH:15][NH:14][C:11]3=[N:12][CH:13]=2)[CH:5]=[CH:4][C:3]=1[CH:30]1[CH2:35][CH2:34][N:33](C(OC(C)(C)C)=O)[CH2:32][CH2:31]1>C(O)(C(F)(F)F)=O.C1(C)C=CC=CC=1>[F:1][C:2]1[CH:7]=[C:6]([C:8]2[CH:9]=[C:10]3[C:16]([C:17]4[CH:21]=[CH:20][N:19]([CH2:22][CH2:23][C:24]5[CH:25]=[CH:26][CH:27]=[CH:28][CH:29]=5)[N:18]=4)=[CH:15][NH:14][C:11]3=[N:12][CH:13]=2)[CH:5]=[CH:4][C:3]=1[CH:30]1[CH2:31][CH2:32][NH:33][CH2:34][CH2:35]1 |f:1.2|. Procedure: Using similar reaction conditions as described in step-ii of example-7, tert-butyl 4-(2-fluoro-4-(3-(1-phenethyl-1H-pyrazol-3-yl)-1H-pyrrolo[2,3-b]pyridin-5-yl)phenyl)piperidine-1-carboxylate (66 mg, 0.116 mmol) was deprotected in TFA/toluene (5/5 mL) to afford 23 mg (34% yield) of the titled compound. 1H NMR (CD3OD, 300 MHz): δ 8.82-8.81 (d, 1H), 8.58 (s, 1H), 7.87 (s, 1H), 7.58-7.45 (m, 4H), 7.23-7.11 (m, 5H), 6.577-6.570 (d, 1H), 4.48-4.44 (t, 2H), 3.56-3.52 (d, 2H), 3.24-3.15 (m, 5H), 2.15-2... Reactants: C(C)(C)(C)OC(=O)N1[C@@H](CC(C1)=NOC)C(=O)O ((2S,4EZ)-1-(tert-butoxycarbonyl)-4-(methoxyimino)-2-pyrrolidinecarboxylic acid), O=C1OC(=CC=C1C(=O)Cl)CCCCC (2-oxo-6-pentyl-2H-pyran-3-carbonyl chloride), O1C(=CC=C1)CN (2-furylmethylamine). Product: O1C(=CC=C1)CNC(=O)[C@H]1N(CC(C1)=NOC)C(=O)C=1C(OC(=CC1)CCCCC)=O ((2S,4EZ)-N-(2-furylmethyl)-4-(methoxyimino)-1-[(2-oxo-6-pentyl-2H-pyran-3-yl)carbonyl]-2-pyrolidinecarboxamide). As a reaction SMILES: C(O[C:6]([N:8]1[CH2:12][C:11](=[N:13][O:14][CH3:15])[CH2:10][C@H:9]1[C:16]([OH:18])=O)=[O:7])(C)(C)C.[O:19]=[C:20]1[C:25](C(Cl)=O)=[CH:24][CH:23]=[C:22]([CH2:29][CH2:30][CH2:31][CH2:32][CH3:33])[O:21]1.[O:34]1[CH:38]=[CH:37][CH:36]=[C:35]1[CH2:39][NH2:40]>>[O:34]1[CH:38]=[CH:37][CH:36]=[C:35]1[CH2:39][NH:40][C:16]([C@@H:9]1[CH2:10][C:11](=[N:13][O:14][CH3:15])[CH2:12][N:8]1[C:6]([C:25]1[C:20](=[O:19])[O:21][C:22]([CH2:29][CH2:30][CH2:31][CH2:32][CH3:33])=[CH:23][CH:24]=1)=[O:7])=[O:18]. Reported procedure: Following the general method as outlined in Example 22, starting from (2S,4EZ)-1-(tert-butoxycarbonyl)-4-(methoxyimino)-2-pyrrolidinecarboxylic acid, 2-oxo-6-pentyl-2H-pyran-3-carbonyl chloride, and 2-furylmethylamine the title compound was obtained in 62% purity by LC/MS. MS(ESI+): m/z=430.4. Starting materials: BrC=1C=C(C=CC1C#N)CN(C(=O)C1=CC(=CC=C1)C(=O)N)CC=1C(=C2C(=NC1CC)N(N=C2)CC)NC2CCOCC2 (N-[(3-bromo-4-cyanophenyl)methyl]-N-{[1,6-diethyl-4-(tetrahydro-2H-pyran-4-ylamino)-1H-pyrazolo[3,4-b]pyridin-5-yl]methyl}-1,3-benzenedicarboxamide), C(=O)C=1C=C(C=CC1)B(O)O ((3-formylphenyl)boronic acid), C(=O)([O-])[O-].[Na+].[Na+] (Na2CO3), Tetrakistriphenylphosphine palladium (0). Solvent: O1CCOCC1 (dioxane), O (H2O). Product: C(C)N1N=CC=2C1=NC(=C(C2NC2CCOCC2)CNC(=O)C2=CC(=CC=C2)C(=O)NCC=2C=C(C=CC2OC)C2=CC(=CC=C2)C=O)CC (N-{[1,6-Diethyl-4-(tetrahydro-2H-pyran-4-ylamino)-1H-pyrazolo[3,4-b]pyridin-5-yl]methyl}-N′-{[3′-formyl-4-(methyloxy)-3-biphenylyl]methyl}-1,3-benzenedicarboxamide). Isolated yield 108.2%. As a reaction SMILES: BrC1C=C(C[N:11]([CH2:23][C:24]2[C:25]([NH:37][CH:38]3[CH2:43][CH2:42][O:41][CH2:40][CH2:39]3)=[C:26]3[CH:34]=[N:33][N:32]([CH2:35][CH3:36])[C:27]3=[N:28][C:29]=2[CH2:30][CH3:31])[C:12]([C:14]2[CH:19]=[CH:18][CH:17]=[C:16]([C:20]([NH2:22])=[O:21])[CH:15]=2)=[O:13])C=CC=1C#N.[CH:44]([C:46]1[CH:47]=[C:48](B(O)O)[CH:49]=[CH:50][CH:51]=1)=[O:45].[C:55]([O-:58])([O-])=O.[Na+].[Na+]>O1CCOCC1.O>[CH2:35]([N:32]1[C:27]2=[N:28][C:29]([CH2:30][CH3:31])=[C:24]([CH2:23][NH:11][C:12]([C:14]3[CH:19]=[CH:18][CH:17]=[C:16]([C:20]([NH:22][CH2:12][C:14]4[CH:15]=[C:16]([C:48]5[CH:49]=[CH:50][CH:51]=[C:46]([CH:44]=[O:45])[CH:47]=5)[CH:17]=[CH:18][C:19]=4[O:58][CH3:55])=[O:21])[CH:15]=3)=[O:13])[C:25]([NH:37][CH:38]3[CH2:43][CH2:42][O:41][CH2:40][CH2:39]3)=[C:26]2[CH:34]=[N:33]1)[CH3:36] |f:2.3.4|. Procedure details: A mixture of N-[(3-bromo-4-cyanophenyl)methyl]-N-{[1,6-diethyl-4-(tetrahydro-2H-pyran-4-ylamino)-1H-pyrazolo[3,4-b]pyridin-5-yl]methyl}-1,3-benzenedicarboxamide (0.779 g, 0.00120 mol) in dioxane (9 mL) with (3-formylphenyl)boronic acid (234.7 mg, 0.001565 mol) was treated with a solution of Na2CO3 (382.8 mg, 0.00361 mol) in H2O (3 mL). The mixture was purged with N2 for 10 min, then Tetrakistriphenylphosphine palladium (0) (69 mg, 0.00060 mol) was added. The mixture was microwaved at 150° C. for... Starting materials: FC(C(=C(F)F)F)(F)F (hexafluoropropene), C1(=CC(=CC=C1)C)C (Meta-xylene). The product is FC(CC=1C=C(C=CC1)C)(C(C(F)(F)F)F)F (3-(2,2,3,4,4,4-hexafluorobutyl)toluene). Isolated yield 70.0%. Reaction SMILES: [F:1][C:2]([F:9])([F:8])[C:3]([F:7])=[C:4]([F:6])[F:5].[C:10]1([CH3:17])[CH:15]=[CH:14][CH:13]=[C:12]([CH3:16])[CH:11]=1>>[F:5][C:4]([F:6])([CH:3]([F:7])[C:2]([F:9])([F:8])[F:1])[CH2:17][C:10]1[CH:11]=[C:12]([CH3:16])[CH:13]=[CH:14][CH:15]=1. Reported procedure: Meta-xylene and hexafluoropropene (3:1 molar ratio), heated at 290° for 3 days, gave 3-(2,2,3,4,4,4-hexafluorobutyl)toluene: ##STR14## in 70% yield based on hexafluoropropene consumed. Reactants: O (water), BrC1=CC=CC=2CN(CCOC21)C(=O)OC(C)(C)C (tert-butyl 9-bromo-2,3-dihydro-1,4-benzoxazepine-4(5H)-carboxylate), bicyclo[2.2.1]-2-hepten-2-ylboronic acid, C(C)O (ethanol), C([O-])([O-])=O.[Na+].[Na+] (sodium carbonate). Reagents/catalysts: C=1C=CC(=CC1)[P](C=2C=CC=CC2)(C=3C=CC=CC3)[Pd]([P](C=4C=CC=CC4)(C=5C=CC=CC5)C=6C=CC=CC6)([P](C=7C=CC=CC7)(C=8C=CC=CC8)C=9C=CC=CC9)[P](C=1C=CC=CC1)(C=1C=CC=CC1)C=1C=CC=CC1 (tetrakis(triphenylphosphine)palladium(0)). Run in C1(=CC=CC=C1)C (toluene). Conditions: temperature 95 celsius, time 12 hour. Product: C12C(=CC(CC1)C2)C2=CC=CC=1CN(CCOC12)C(=O)OC(C)(C)C (tert-butyl 9-bicyclo[2.2.1]hepta-2-en-2-yl-2,3-dihydro-1,4-benzoxazepine-4(5H)-carboxylate). Yield: 45.6%. Reaction SMILES: Br[C:2]1[C:12]2[O:11][CH2:10][CH2:9][N:8]([C:13]([O:15][C:16]([CH3:19])([CH3:18])[CH3:17])=[O:14])[CH2:7][C:6]=2[CH:5]=[CH:4][CH:3]=1.[CH2:20](O)[CH3:21].C(=O)([O-])[O-].[Na+].[Na+].O>C1(C)C=CC=CC=1.C1C=CC([P]([Pd]([P](C2C=CC=CC=2)(C2C=CC=CC=2)C2C=CC=CC=2)([P](C2C=CC=CC=2)(C2C=CC=CC=2)C2C=CC=CC=2)[P](C2C=CC=CC=2)(C2C=CC=CC=2)C2C=CC=CC=2)(C2C=CC=CC=2)C2C=CC=CC=2)=CC=1>[CH:21]12[CH2:20][CH:3]([CH2:4][CH2:5]1)[CH:2]=[C:12]2[C:2]1[C:12]2[O:11][CH2:10][CH2:9][N:8]([C:13]([O:15][C:16]([CH3:19])([CH3:18])[CH3:17])=[O:14])[CH2:7][C:6]=2[CH:5]=[CH:4][CH:3]=1 |f:2.3.4,^1:40,42,61,80|. Procedure: A mixture of tert-butyl 9-bromo-2,3-dihydro-1,4-benzoxazepine-4(5H)-carboxylate (594 mg, 1.81 mmol), bicyclo[2.2.1]-2-hepten-2-ylboronic acid (250 mg, 1.81 mmol), ethanol (2 ml), 2N aqueous sodium carbonate solution (10 ml), and tetrakis(triphenylphosphine)palladium(0) (253 mg, 0.219 mmol) in toluene (20 ml) was stirred under a nitrogen atmosphere at 95° C. for 12 hr. The reaction mixture was poured into water, and the mixture was extracted with ethyl acetate. The extract was washed with water, ... The reactants are CO, CC#N, COc1cc(C(=O)NC2CCN(C)CC2)ccc1Nc1ncc2c(n1)N(C1CCC1)CCC(=O)N2C, Cl, O. The product is COc1ccccc1Nc1ncc2c(n1)N(C1CCC1)CCC(=O)N2C. Reaction SMILES: [CH3:39][OH:40].[CH3:41][C:42]#[N:43].[CH:1]1([N:5]2[c:6]3[c:7]([cH:14][n:15][c:16]([NH:18][c:19]4[c:20]([O:35][CH3:36])[cH:21][c:22]([C:23]([NH:24][CH:25]5[CH2:26][CH2:27][N:28]([CH3:29])[CH2:30][CH2:31]5)=[O:32])[cH:33][cH:34]4)[n:17]3)[N:8]([CH3:13])[C:9](=[O:12])[CH2:10][CH2:11]2)[CH2:2][CH2:3][CH2:4]1.[ClH:37].[OH2:38]>>[CH:1]1([N:5]2[c:6]3[c:7]([cH:14][n:15][c:16]([NH:18][c:19]4[c:20]([O:35][CH3:36])[cH:21][cH:22][cH:33][cH:34]4)[n:17]3)[N:8]([CH3:13])[C:9](=[O:12])[CH2:10][CH2:11]2)[CH2:2][CH2:3][CH2:4]1.